describe an organic reaction: reactants, conditions, products, and yield From a dataset of the Open Reaction Database (ORD), a public repository of structured organic reaction records. The reactants are O=C=O, C1CCOC1, CC(C)[N-]C(C)C, Clc1cncc(Cl)c1, [Li+]. Product: O=C(O)c1c(Cl)cncc1Cl. As a reaction SMILES: [C:17](=[O:18])=[O:19].[CH2:20]1[O:21][CH2:22][CH2:23][CH2:24]1.[CH3:10][CH:11]([N-:12][CH:13]([CH3:14])[CH3:15])[CH3:16].[Cl:1][c:2]1[cH:3][n:4][cH:5][c:6]([Cl:8])[cH:7]1.[Li+:9]>>[Cl:1][c:2]1[cH:3][n:4][cH:5][c:6]([Cl:8])[c:7]1[C:17](=[O:18])[OH:19]. Reactants: FCCBr, CC1(C)NC(=O)c2c(N(Cc3ccccc3)Cc3ccccc3)cccc21, CCOC(C)=O, [H-], [Na+]. Product: CC1(C)c2cccc(N(Cc3ccccc3)Cc3ccccc3)c2C(=O)N1CCF. RXN SMILES: [Br:28][CH2:29][CH2:30][F:31].[CH2:1]([c:2]1[cH:3][cH:4][cH:5][cH:6][cH:7]1)[N:8]([c:9]1[cH:10][cH:11][cH:12][c:13]2[c:17]1[C:16](=[O:18])[NH:15][C:14]2([CH3:19])[CH3:20])[CH2:21][c:22]1[cH:23][cH:24][cH:25][cH:26][cH:27]1.[CH3:34][CH2:35][O:36][C:37](=[O:38])[CH3:39].[H-:32].[Na+:33]>>[CH2:1]([c:2]1[cH:3][cH:4][cH:5][cH:6][cH:7]1)[N:8]([c:9]1[cH:10][cH:11][cH:12][c:13]2[c:17]1[C:16](=[O:18])[N:15]([CH2:29][CH2:30][F:31])[C:14]2([CH3:19])[CH3:20])[CH2:21][c:22]1[cH:23][cH:24][cH:25][cH:26][cH:27]1. Reactants: [BH3-]C#N, CC(C)=O, CO, FC(F)(F)c1cc(COCC2(c3ccccc3)CCCNCC2)cc(C(F)(F)F)c1, [Na+], O=C(O)C(F)(F)F. Product: CC(C)N1CCCC(COCc2cc(C(F)(F)F)cc(C(F)(F)F)c2)(c2ccccc2)CC1. As a reaction SMILES: [C:35]([BH3-:36])#[N:37].[CH3:31][C:32]([CH3:33])=[O:34].[CH3:46][OH:47].[F:1][C:2]([c:3]1[cH:4][c:5]([CH2:6][O:7][CH2:8][C:9]2([c:16]3[cH:17][cH:18][cH:19][cH:20][cH:21]3)[CH2:10][CH2:11][NH:12][CH2:13][CH2:14][CH2:15]2)[cH:22][c:23]([C:25]([F:26])([F:27])[F:28])[cH:24]1)([F:29])[F:30].[Na+:38].[OH:39][C:40]([C:41]([F:42])([F:43])[F:44])=[O:45]>>[F:1][C:2]([c:3]1[cH:4][c:5]([CH2:6][O:7][CH2:8][C:9]2([c:16]3[cH:17][cH:18][cH:19][cH:20][cH:21]3)[CH2:10][CH2:11][N:12]([CH:32]([CH3:31])[CH3:33])[CH2:13][CH2:14][CH2:15]2)[cH:22][c:23]([C:25]([F:26])([F:27])[F:28])[cH:24]1)([F:29])[F:30]. Reactants: acid chloride, C(=O)([O-])[O-].[K+].[K+] (K2CO3), [Li]CCCC (n-BuLi), CC(C)[C@@H]1NC(OC1)=O (4-(S)-(1-Methylethyl)-2-oxazolidinone), C(CCC)(=O)Cl (butanoyl chloride), resultant two-phase. As a reaction SMILES: [CH3:1][CH:2]([C@H:4]1[CH2:8][O:7][C:6](=[O:9])[NH:5]1)[CH3:3].[Li]CCCC.[C:15](Cl)(=[O:19])[CH2:16][CH2:17][CH3:18].C([O-])([O-])=O.[K+].[K+]>C1COCC1>[O:19]=[C:15]([N:5]1[C@@H:4]([CH:2]([CH3:3])[CH3:1])[CH2:8][O:7][C:6]1=[O:9])[CH2:16][CH2:17][CH3:18] |f:3.4.5|. Conditions: temperature 0 celsius. Yield: 104.6%. The product is O=C(CCC)N1C(OC[C@@H]1C(C)C)=O (3-(1-oxobutyl)-4-(S)-(1-methylethyl)-2-oxazolidinone). The solvent is C1CCOC1 (THF). Reported procedure: A mechanically stirred, cooled (-78° C.) solution of the oxazolidinone of Step 5 (32.3 g, 250 mmol) in anhydrous THF (830 mL) was metalated with 163 mL (1.6M in hexane, 261 mmol) of n-BuLi and treated with freshly distilled butanoyl chloride (28.1 mL, 271 mmol). The reaction mixture was warmed to 0° C. and stirred for 0.5 h. Excess acid chloride was hydrolyzed by the addition of 1M aqueous K2CO3 (165 mL) followed by stirring the resultant two-phase mixture for 1 h at r.t. Volatiles were removed ... The product is CC(C)(C)c1ccccc1-c1cn(S(=O)(=O)c2ccccc2)c2ccccc12. Reactants: CCOC(C)=O, CC(C)(C)c1ccccc1OS(=O)(=O)C(F)(F)F, [Na+], [Na+], O=C([O-])[O-], C1COCCO1, O, O=S(=O)(c1ccccc1)n1cc(B(O)O)c2ccccc21, c1ccc(P(c2ccccc2)(c2ccccc2)[Pd](P(c2ccccc2)(c2ccccc2)c2ccccc2)(P(c2ccccc2)(c2ccccc2)c2ccccc2)P(c2ccccc2)(c2ccccc2)c2ccccc2)cc1. Reaction SMILES: [CH3:53][CH2:54][O:55][C:56](=[O:57])[CH3:58].[F:22][C:23]([F:24])([F:25])[S:26]([O:27][c:28]1[c:29]([C:34]([CH3:35])([CH3:36])[CH3:37])[cH:30][cH:31][cH:32][cH:33]1)(=[O:38])=[O:39].[Na+:40].[Na+:41].[O-:42][C:43](=[O:44])[O-:45].[O:46]1[CH2:47][CH2:48][O:49][CH2:50][CH2:51]1.[OH2:52].[c:1]1([S:7](=[O:8])(=[O:9])[n:10]2[cH:11][c:12]([B:19]([OH:20])[OH:21])[c:13]3[cH:14][cH:15][cH:16][cH:17][c:18]23)[cH:2][cH:3][cH:4][cH:5][cH:6]1.[cH:59]1[cH:60][cH:61][c:62]([P:63]([Pd:64]([P:65]([c:66]2[cH:67][cH:68][cH:69][cH:70][cH:71]2)([c:72]2[cH:73][cH:74][cH:75][cH:76][cH:77]2)[c:78]2[cH:79][cH:80][cH:81][cH:82][cH:83]2)([P:84]([c:85]2[cH:86][cH:87][cH:88][cH:89][cH:90]2)([c:91]2[cH:92][cH:93][cH:94][cH:95][cH:96]2)[c:97]2[cH:98][cH:99][cH:100][cH:101][cH:102]2)[P:103]([c:104]2[cH:105][cH:106][cH:107][cH:108][cH:109]2)([c:110]2[cH:111][cH:112][cH:113][cH:114][cH:115]2)[c:116]2[cH:117][cH:118][cH:119][cH:120][cH:121]2)([c:122]2[cH:123][cH:124][cH:125][cH:126][cH:127]2)[c:128]2[cH:129][cH:130][cH:131][cH:132][cH:133]2)[cH:134][cH:135]1>>[c:1]1([S:7](=[O:8])(=[O:9])[n:10]2[cH:11][c:12](-[c:28]3[c:29]([C:34]([CH3:35])([CH3:36])[CH3:37])[cH:30][cH:31][cH:32][cH:33]3)[c:13]3[cH:14][cH:15][cH:16][cH:17][c:18]23)[cH:2][cH:3][cH:4][cH:5][cH:6]1. Starting materials: C[O-].[Na+] (sodium methoxide), FC1=C(C(=C(C(=C1C#N)F)F)F)F (pentafluorobenzonitrile), CO (methanol), ice water. Yields the product COC1=C(C#N)C(=C(C(=C1F)OC)F)F (2,4-dimethoxy-3,5,6-trifluorobenzonitrile). Isolated yield 71.0%. RXN SMILES: [CH3:1][O-:2].[Na+].[F:4][C:5]1[C:10]([C:11]#[N:12])=[C:9](F)[C:8]([F:14])=[C:7](F)[C:6]=1[F:16].[CH3:17][OH:18]>>[CH3:1][O:2][C:9]1[C:8]([F:14])=[C:7]([O:18][CH3:17])[C:6]([F:16])=[C:5]([F:4])[C:10]=1[C:11]#[N:12] |f:0.1|. Reported procedure: A solution of sodium methoxide (18 g, 83 mmol, 25% in methanol) is added dropwise to a solution of pentafluorobenzonitrile (7.72 g, 40 mmol) in 60 mL methanol over 15 min. The reaction is heated to reflux for 3 hours, cooled to room temperature and then poured into 150 mL ice water. The product is then extracted with diethyl ether (100 mL×2), and the combined organic layers are washed with brine (50 mL), dried over magnesium sulfate and concentrated in vacuo. The residue is then chromatographed ... Starting materials: O (Water), N1C=CC=C1 (pyrrole), CN(C)C=O (DMF), ClC1=NC=C(C(=O)OC)C=C1 (methyl 6-chloronicotinate), [H-].[Na+] (sodium hydride). Run at time 5 hour. The product is N1(N=CC=C1)C1=NC=C(C(=O)OC)C=C1 (Methyl 6-(1H-pyrazol-1-yl)nicotinate). The yield is 64.0%. Reaction SMILES: [NH:1]1[CH:5]=[CH:4][CH:3]=C1.[H-].[Na+].Cl[C:9]1[CH:18]=[CH:17][C:12]([C:13]([O:15][CH3:16])=[O:14])=[CH:11][N:10]=1.O.C[N:21](C=O)C>>[N:1]1([C:9]2[CH:18]=[CH:17][C:12]([C:13]([O:15][CH3:16])=[O:14])=[CH:11][N:10]=2)[CH:5]=[CH:4][CH:3]=[N:21]1 |f:1.2|. Reported procedure: To a suspension of pyrrole (0.356 g, 5.23 mmol) in DMF (20 ml) was added sodium hydride (60% in oil, 0.233 g, 5.81 mmol). After stirring for 5 hrs., methyl 6-chloronicotinate (1.00 g, 5.81 mmol) was added, and the mixture was further stirred for 27 hrs. Water was added to the reaction mixture, and the mixture was extracted with ethyl acetate. The extract was washed with saturated brine and dried (over anhydrous MgSO4). After concentration under reduced pressure, the precipitated solid was collec...